describe an organic reaction: reactants, conditions, products, and yield From a dataset of the Open Reaction Database (ORD), a public repository of structured organic reaction records. Starting materials: CC(Oc1c(N)ncc2c(Br)coc12)c1c(Cl)ccc(F)c1Cl, O=C([O-])[O-], [K+], [K+], C1COCCO1, O, O=C(O)c1ccc(B(O)O)s1, c1ccc(P(c2ccccc2)(c2ccccc2)[Pd](P(c2ccccc2)(c2ccccc2)c2ccccc2)(P(c2ccccc2)(c2ccccc2)c2ccccc2)P(c2ccccc2)(c2ccccc2)c2ccccc2)cc1. Yields the product CC(Oc1c(N)ncc2c(-c3ccc(C(=O)O)s3)coc12)c1c(Cl)ccc(F)c1Cl. Reaction SMILES: [Br:1][c:2]1[cH:3][o:4][c:5]2[c:6]1[cH:7][n:8][c:9]([NH2:23])[c:10]2[O:11][CH:12]([CH3:13])[c:14]1[c:15]([Cl:22])[c:16]([F:21])[cH:17][cH:18][c:19]1[Cl:20].[C:35](=[O:36])([O-:37])[O-:38].[K+:39].[K+:40].[O:41]1[CH2:42][CH2:43][O:44][CH2:45][CH2:46]1.[OH2:124].[OH:24][B:25]([c:26]1[cH:27][cH:28][c:29]([C:31](=[O:32])[OH:33])[s:30]1)[OH:34].[cH:47]1[cH:48][cH:49][c:50]([P:51]([Pd:52]([P:53]([c:54]2[cH:55][cH:56][cH:57][cH:58][cH:59]2)([c:60]2[cH:61][cH:62][cH:63][cH:64][cH:65]2)[c:66]2[cH:67][cH:68][cH:69][cH:70][cH:71]2)([P:72]([c:73]2[cH:74][cH:75][cH:76][cH:77][cH:78]2)([c:79]2[cH:80][cH:81][cH:82][cH:83][cH:84]2)[c:85]2[cH:86][cH:87][cH:88][cH:89][cH:90]2)[P:91]([c:92]2[cH:93][cH:94][cH:95][cH:96][cH:97]2)([c:98]2[cH:99][cH:100][cH:101][cH:102][cH:103]2)[c:104]2[cH:105][cH:106][cH:107][cH:108][cH:109]2)([c:110]2[cH:111][cH:112][cH:113][cH:114][cH:115]2)[c:116]2[cH:117][cH:118][cH:119][cH:120][cH:121]2)[cH:122][cH:123]1>>[c:2]1(-[c:26]2[cH:27][cH:28][c:29]([C:31](=[O:32])[OH:33])[s:30]2)[cH:3][o:4][c:5]2[c:6]1[cH:7][n:8][c:9]([NH2:23])[c:10]2[O:11][CH:12]([CH3:13])[c:14]1[c:15]([Cl:22])[c:16]([F:21])[cH:17][cH:18][c:19]1[Cl:20].